This data is from the Open Reaction Database (ORD), a public repository of structured organic reaction records. The task is: describe an organic reaction: reactants, conditions, products, and yield Starting materials: [Br-], CC[Mg+], Cc1ccccc1, ClCCl, Cl[Pd]Cl, Fc1ccc(CNc2nc(Cl)c(Cc3c[nH]c4ncccc34)s2)cc1, C1CCOC1. Product: CCc1nc(NCc2ccc(F)cc2)sc1Cc1c[nH]c2ncccc12. As a reaction SMILES: [Br-:29].[CH2:30]([CH3:31])[Mg+:32].[CH3:38][c:39]1[cH:40][cH:41][cH:42][cH:43][cH:44]1.[Cl:1][CH2:2][Cl:3].[Cl:45][Pd:46][Cl:47].[Cl:4][c:5]1[n:6][c:7]([NH:20][CH2:21][c:22]2[cH:23][cH:24][c:25]([F:28])[cH:26][cH:27]2)[s:8][c:9]1[CH2:10][c:11]1[cH:12][nH:13][c:14]2[n:15][cH:16][cH:17][cH:18][c:19]12.[O:33]1[CH2:34][CH2:35][CH2:36][CH2:37]1>>[c:5]1([CH2:30][CH3:31])[n:6][c:7]([NH:20][CH2:21][c:22]2[cH:23][cH:24][c:25]([F:28])[cH:26][cH:27]2)[s:8][c:9]1[CH2:10][c:11]1[cH:12][nH:13][c:14]2[n:15][cH:16][cH:17][cH:18][c:19]12.